Task: describe an organic reaction: reactants, conditions, products, and yield. Dataset: the Open Reaction Database (ORD), a public repository of structured organic reaction records Reactants: COS(=O)(=O)OC, CC(C)N1C(=O)c2cccnc2NS1(=O)=O, COCCOCCOC, [H-], [Na+]. Reaction SMILES: [CH3:19][O:20][S:21]([O:22][CH3:23])(=[O:24])=[O:25].[CH3:1][CH:2]([CH3:3])[N:4]1[C:5](=[O:16])[c:6]2[c:7]([n:12][cH:13][cH:14][cH:15]2)[NH:8][S:9]1(=[O:10])=[O:11].[CH3:26][O:27][CH2:28][CH2:29][O:30][CH2:31][CH2:32][O:33][CH3:34].[H-:17].[Na+:18]>>[CH3:1][CH:2]([CH3:3])[N:4]1[C:5](=[O:16])[c:6]2[c:7]([n:12][cH:13][cH:14][cH:15]2)[N:8]([CH3:19])[S:9]1(=[O:10])=[O:11]. The product is CC(C)N1C(=O)c2cccnc2N(C)S1(=O)=O. The reactants are FC1=CC=C(C=N1)C1=NN(C2=CN=C(C=C21)C=2C=NC=CC2)C2OCCCC2 (3-(6-fluoropyridin-3-yl)-5-(pyridin-3-yl)-1-(tetrahydro-2H-pyran-2-yl)-1H-pyrazolo[3,4-c]pyridine), N1C[C@@H](CCC1)NC(OC(C)(C)C)=O ((R)-tert-butyl piperidin-3-ylcarbamate), CS(=O)C (Dimethyl sulfoxide). Run at temperature 95 celsius. Yields the product N1=CC(=CC=C1)C=1C=C2C(=CN1)N(N=C2C=2C=CC(=NC2)N2C[C@@H](CCC2)NC(OC(C)(C)C)=O)C2OCCCC2 (tert-butyl (3R)-1-(5-(5-(pyridin-3-yl)-1-(tetrahydro-2H-pyran-2-yl)-1H-pyrazolo[3,4-c]pyridin-3-yl)pyridin-2-yl)piperidin-3-ylcarbamate). As a reaction SMILES: F[C:2]1[N:7]=[CH:6][C:5]([C:8]2[C:16]3[C:11](=[CH:12][N:13]=[C:14]([C:17]4[CH:18]=[N:19][CH:20]=[CH:21][CH:22]=4)[CH:15]=3)[N:10]([CH:23]3[CH2:28][CH2:27][CH2:26][CH2:25][O:24]3)[N:9]=2)=[CH:4][CH:3]=1.[NH:29]1[CH2:34][CH2:33][CH2:32][C@@H:31]([NH:35][C:36](=[O:42])[O:37][C:38]([CH3:41])([CH3:40])[CH3:39])[CH2:30]1.CS(C)=O>>[N:19]1[CH:20]=[CH:21][CH:22]=[C:17]([C:14]2[CH:15]=[C:16]3[C:8]([C:5]4[CH:4]=[CH:3][C:2]([N:29]5[CH2:34][CH2:33][CH2:32][C@@H:31]([NH:35][C:36](=[O:42])[O:37][C:38]([CH3:40])([CH3:39])[CH3:41])[CH2:30]5)=[N:7][CH:6]=4)=[N:9][N:10]([CH:23]4[CH2:28][CH2:27][CH2:26][CH2:25][O:24]4)[C:11]3=[CH:12][N:13]=2)[CH:18]=1. Procedure: A solution containing 3-(6-fluoropyridin-3-yl)-5-(pyridin-3-yl)-1-(tetrahydro-2H-pyran-2-yl)-1H-pyrazolo[3,4-c]pyridine (0.070 g, 0.00019 mol) and (R)-tert-butyl piperidin-3-ylcarbamate (0.224 g, 0.00112 mol) in Dimethyl sulfoxide (1.40 mL, 0.0197 mol) was heated at 95° C. for 18 h. The reaction was quenched with water then filtered and washed with water. The crude product was dried under high vacuum overnight to give tert-butyl (3R)-1-(5-(5-(pyridin-3-yl)-1-(tetrahydro-2H-pyran-2-yl)-1H-pyrazol... Starting materials: O(C1=CC=CC(SC)=C1)C. Reagents/catalysts: O1B(OC(C)(C)C1(C)C)B2OC(C)(C)C(O2)(C)C, N=1C=CC(=CC1C=2N=CC=C(C2)C)C, C[OH2+].C[OH2+].C1CC=CCCC=C1.C1CC=CCCC=C1.[Ir].[Ir]. Solvent: C=1C=C(C=CC1C)C. Run at temperature 55 celsius, time 24 hour. Product: O(C=1C=C(SC)C=C(C1)B2OC(C)(C)C(O2)(C)C)C. Isolated yield 69.0%. Procedure details: dtbpy: A mixture of ortho- and meta-borylated products (97 mg, 69% yield, ortho/meta + para = <0.01); meta-Isomer 5i were obtained by further purification by GPC (92 mg, 66% yield), white solid (mp. 73-75 oC) The reactants are C(C)OC(=O)C1OC2=C(NC1)C=CC=C2 (2(R,S)-ethoxycarbonyl-3,4-dihydro-2H-1,4-benzoxazine), C(CCC)N (butylamine). Reaction conditions: temperature 60 celsius, time 1 hour. Yields the product C(CCC)NC(=O)C1OC2=C(NC1)C=CC=C2 (2(R,S)-Butylaminocarbonyl-3,4-dihydro-2H-1,4-benzoxazine). RXN SMILES: C(O[C:4]([CH:6]1[CH2:11][NH:10][C:9]2[CH:12]=[CH:13][CH:14]=[CH:15][C:8]=2[O:7]1)=[O:5])C.[CH2:16]([NH2:20])[CH2:17][CH2:18][CH3:19]>>[CH2:16]([NH:20][C:4]([CH:6]1[CH2:11][NH:10][C:9]2[CH:12]=[CH:13][CH:14]=[CH:15][C:8]=2[O:7]1)=[O:5])[CH2:17][CH2:18][CH3:19]. Reported procedure: A mixture of 600 mg of 2(R,S)-ethoxycarbonyl-3,4-dihydro-2H-1,4-benzoxazine (Example 16)) and 1.2 ml of butylamine is stirred at 60° C. for 1 h. The reaction mixture is concentrated and the residue is purified directly by means of FC over 50 g of silica gel with a 20:1 mixture of methylene chloride and diethyl ether as the mobile phase. 2(R,S)-Butylaminocarbonyl-3,4-dihydro-2H-1,4-benzoxazine is obtained: Rf (20:1-mixture of methylene chloride and diethyl ether)=0.32. The reactants are NC1=C(C=C(C=C1)C(F)(F)F)O (2-amino-5-trifluoromethylphenol), C1(=CC=CC=C1)N=C=O (phenyl isocyanate). Product: OC1=C(C=CC(=C1)C(F)(F)F)NC(=O)NC1=CC=CC=C1 (N-[2-Hydroxy-4-(trifluoromethyl)phenyl]-N′-phenyl urea), titled compound. Yield: 87.0%. RXN SMILES: [NH2:1][C:2]1[CH:7]=[CH:6][C:5]([C:8]([F:11])([F:10])[F:9])=[CH:4][C:3]=1[OH:12].[C:13]1([N:19]=[C:20]=[O:21])[CH:18]=[CH:17][CH:16]=[CH:15][CH:14]=1>>[OH:12][C:3]1[CH:4]=[C:5]([C:8]([F:9])([F:10])[F:11])[CH:6]=[CH:7][C:2]=1[NH:1][C:20]([NH:19][C:13]1[CH:18]=[CH:17][CH:16]=[CH:15][CH:14]=1)=[O:21]. Reported procedure: N-[2-Hydroxy-4-(trifluoromethyl)phenyl]-N′-phenyl urea was prepared from 2-amino-5-trifluoromethylphenol (150 mg, 1.09 mmol) and phenyl isocyanate (1.09 mmol) according to the procedure in General method A. The product was purified by precipitation from methylene chloride and filtering to afford the titled compound ( 230 mg, 87%). mp: ° C; 1H NMR (DMSO-d6): d 9.45 (s, 1H, NH), 8.50 (s, 1H, NH), 8.31 (d, 1H, J=10.0 Hz), 7.45 (d, 2H, J=10.0 Hz), 7.29 (t, 2H, J=6.67 Hz), 7.10 (m, 2H), 6.99 (t, 1H, ... The reactants are C(C)(C)NC(C)C (diisopropylamine), IC1=CC=C(C2=C1C=CO2)N (4-Iodo-7-amino-benzfuran), C(C)(=O)OCC (ethyl acetate). The reagents and catalysts are Cl[Pd]([P](C1=CC=CC=C1)(C2=CC=CC=C2)C3=CC=CC=C3)([P](C4=CC=CC=C4)(C5=CC=CC=C5)C6=CC=CC=C6)Cl (Bis(Triphenyl-phosphine)palladium(II) chloride), [Cu](I)I (copper iodide). The product is COCC#CC1=CC=C(C2=C1C=CO2)N ([4-(3-methoxyprop-1-ynyl)benzofuran-7-yl]amine), gum. As a reaction SMILES: [CH:1](NC(C)C)([CH3:3])[CH3:2].I[C:9]1[C:14]2[CH:15]=[CH:16][O:17][C:13]=2[C:12]([NH2:18])=[CH:11][CH:10]=1.[C:19](OCC)(=[O:21])C>Cl[Pd](Cl)([P](C1C=CC=CC=1)(C1C=CC=CC=1)C1C=CC=CC=1)[P](C1C=CC=CC=1)(C1C=CC=CC=1)C1C=CC=CC=1.[Cu](I)I>[CH3:19][O:21][CH2:2][C:1]#[C:3][C:9]1[C:14]2[CH:15]=[CH:16][O:17][C:13]=2[C:12]([NH2:18])=[CH:11][CH:10]=1 |^1:27,46|. Reported procedure: Bis(Triphenyl-phosphine)palladium(II) chloride (144 mg), copper iodide (58 mg) and diisopropylamine (208 mg) were added to a stirred solution of (4-Iodo-7-amino-benzfuran) (266 mg) and methyl propargyll ether (144 mg) in ethyl acetate (5 mls) at −20° C. The reaction was allowed to warm to ambient temperature over 16 hours. The reaction mixture was partitioned between ethyl acetate and saturated NaHCO3. The organics were washed with saturated NaHCO3, water and saturated brine and dried over magne... Starting materials: C(C)(=O)OC1=C(C=C2C(=NC=NC2=C1)Cl)OC (7-acetoxy-4-chloro-6-methoxyquinazoline), N1=C(C=CC=C1)COC=1C(=CC(=CC1)N)C (5-amino-2-tolyl 2-pyridylmethyl ether). The product is C(C)(=O)OC1=C(C=C2C(=NC=NC2=C1)NC1=CC(=C(C=C1)OCC1=NC=CC=C1)C)OC (7-acetoxy-6-methoxy-4-[3-methyl-4-(2-pyridylmethoxy)anilino]quinazoline). Yield: 64.0%. As a reaction SMILES: [C:1]([O:4][C:5]1[CH:14]=[C:13]2[C:8]([C:9](Cl)=[N:10][CH:11]=[N:12]2)=[CH:7][C:6]=1[O:16][CH3:17])(=[O:3])[CH3:2].[N:18]1[CH:23]=[CH:22][CH:21]=[CH:20][C:19]=1[CH2:24][O:25][C:26]1[C:27]([CH3:33])=[CH:28][C:29]([NH2:32])=[CH:30][CH:31]=1>>[C:1]([O:4][C:5]1[CH:14]=[C:13]2[C:8]([C:9]([NH:32][C:29]3[CH:30]=[CH:31][C:26]([O:25][CH2:24][C:19]4[CH:20]=[CH:21][CH:22]=[CH:23][N:18]=4)=[C:27]([CH3:33])[CH:28]=3)=[N:10][CH:11]=[N:12]2)=[CH:7][C:6]=1[O:16][CH3:17])(=[O:3])[CH3:2]. Procedure: Using an analogous procedure to that described in Example 1 except that the reaction mixture was heated to reflux for 3 hours, 7-acetoxy-4-chloro-6-methoxyquinazoline was reacted with 5-amino-2-tolyl 2-pyridylmethyl ether to give 7-acetoxy-6-methoxy-4-[3-methyl-4-(2-pyridylmethoxy)anilino]quinazoline in 64% yield; Starting materials: CCOC(=O)C=P(c1ccccc1)(c1ccccc1)c1ccccc1, ClC(Cl)Cl, N#CCC(C=O)(c1ccccc1)c1ccccc1. Yields the product CCOC(=O)C=CC(CC#N)(c1ccccc1)c1ccccc1. Reaction SMILES: [C:19](=[O:20])([O:21][CH2:22][CH3:23])[CH:24]=[P:25]([c:26]1[cH:27][cH:28][cH:29][cH:30][cH:31]1)([c:32]1[cH:33][cH:34][cH:35][cH:36][cH:37]1)[c:38]1[cH:39][cH:40][cH:41][cH:42][cH:43]1.[CH:44]([Cl:45])([Cl:46])[Cl:47].[c:1]1([C:7]([CH2:8][C:9]#[N:10])([CH:11]=[O:12])[c:13]2[cH:14][cH:15][cH:16][cH:17][cH:18]2)[cH:2][cH:3][cH:4][cH:5][cH:6]1>>[c:1]1([C:7]([CH2:8][C:9]#[N:10])([CH:11]=[CH:24][C:19](=[O:20])[O:21][CH2:22][CH3:23])[c:13]2[cH:14][cH:15][cH:16][cH:17][cH:18]2)[cH:2][cH:3][cH:4][cH:5][cH:6]1.